Dataset: the Open Reaction Database (ORD), a public repository of structured organic reaction records. Task: describe an organic reaction: reactants, conditions, products, and yield As a reaction SMILES: [C:17]([CH3:18])([CH3:19])([CH3:20])[O:21][C:22]([CH2:23][n:24]1[c:25]([CH2:44][CH2:45][CH3:46])[n:26][c:27]2[c:28]1[cH:29][cH:30][c:31]([NH:33][S:34](=[O:35])(=[O:36])[c:37]1[cH:38][cH:39][c:40]([F:43])[cH:41][cH:42]1)[cH:32]2)=[O:47].[C:1](#[N:2])[c:3]1[c:4]([CH2:5][Br:6])[cH:7][cH:8][cH:9][cH:10]1.[CH3:48][C:49]#[N:50].[CH3:51][CH2:52][O:53][C:54]([CH3:55])=[O:56].[K+:11].[K+:12].[O-:13][C:14]([O-:15])=[O:16].[OH2:57]>>[C:1](#[N:2])[c:3]1[c:4]([CH2:5][N:33]([c:31]2[cH:30][cH:29][c:28]3[n:24]([CH2:23][C:22]([O:21][C:17]([CH3:18])([CH3:19])[CH3:20])=[O:47])[c:25]([CH2:44][CH2:45][CH3:46])[n:26][c:27]3[cH:32]2)[S:34](=[O:35])(=[O:36])[c:37]2[cH:38][cH:39][c:40]([F:43])[cH:41][cH:42]2)[cH:7][cH:8][cH:9][cH:10]1. Starting materials: CCCc1nc2cc(NS(=O)(=O)c3ccc(F)cc3)ccc2n1CC(=O)OC(C)(C)C, N#Cc1ccccc1CBr, CC#N, CCOC(C)=O, [K+], [K+], O=C([O-])[O-], O. Product: CCCc1nc2cc(N(Cc3ccccc3C#N)S(=O)(=O)c3ccc(F)cc3)ccc2n1CC(=O)OC(C)(C)C. The reactants are N(N)C1=CC(=NC=N1)O (6-hydrazinopyrimidin-4-ol), CCCC(CCC)=O (heptan-4-one). Product: CCCC(CCC)=NNC1=CC(=NC=N1)O (6-[2-(Heptan-4-ylidene)hydrazino]pyrimidin-4-ol). As a reaction SMILES: [NH:1]([C:3]1[N:8]=[CH:7][N:6]=[C:5]([OH:9])[CH:4]=1)[NH2:2].[CH3:10][CH2:11][CH2:12][C:13](=O)[CH2:14][CH2:15][CH3:16]>>[CH3:10][CH2:11][CH2:12][C:13](=[N:2][NH:1][C:3]1[N:8]=[CH:7][N:6]=[C:5]([OH:9])[CH:4]=1)[CH2:14][CH2:15][CH3:16]. Procedure details: 10.0 g (79.3 mmol) 6-hydrazinopyrimidin-4-ol (CAS-No: 29939-37-5) were transformed in analogy to intermediate example 1c using heptan-4-one to give after working up and purification 13.5 g (77%) of the title compound. The reactants are ClC=1C(=C(C(=O)CCC(=O)O)C=CC1)O (3-(3-chloro-2-hydroxybenzoyl) propionic acid), 3-(3-chloro-4-hydroxybenzoyl)propionic acids, [Cl-].[Al+3].[Cl-].[Cl-] (Aluminium chloride), ClC1=C(C=CC=C1)O (2-chlorophenol), C1(CCC(=O)O1)=O (succinic anhydride), C(C(Cl)Cl)(Cl)Cl (sym-tetrachlorethane), resultant mixture. The solvent is Cl (hydrochloric acid). Product: ClC=1C(=C(C(=O)CCC(=O)OC)C=CC1)O (methyl 3-(3-chloro-2-hydroxybenzoyl)propionate), ClC=1C=C(C(=O)CCC(=O)OC)C=CC1O (methyl 3-(3-chloro-4-hydroxybenzoyl)propionate). As a reaction SMILES: [Cl-].[Al+3].[Cl-].[Cl-].[Cl:5][C:6]1[CH:11]=[CH:10][CH:9]=[CH:8][C:7]=1[OH:12].[C:13]1(=[O:19])[O:18][C:16](=[O:17])[CH2:15][CH2:14]1.[CH:20](Cl)(Cl)C(Cl)Cl.[Cl:26][C:27]1[C:28]([OH:40])=[C:29]([CH:37]=[CH:38][CH:39]=1)[C:30]([CH2:32][CH2:33][C:34]([OH:36])=[O:35])=[O:31]>Cl>[Cl:26][C:27]1[C:28]([OH:40])=[C:29]([CH:37]=[CH:38][CH:39]=1)[C:30]([CH2:32][CH2:33][C:34]([O:36][CH3:6])=[O:35])=[O:31].[Cl:5][C:6]1[CH:11]=[C:10]([CH:9]=[CH:8][C:7]=1[OH:12])[C:16]([CH2:15][CH2:14][C:13]([O:18][CH3:20])=[O:19])=[O:17] |f:0.1.2.3|. Reported procedure: Aluminium chloride powder (66.75g, 0.5 mole) was added during one hour to a stirred mixture of dry 2-chlorophenol (27.3g, 0.22 mole), powdered succinic anhydride (20g, 0.2 mole) and dry sym-tetrachlorethane (150 ml) while the temperature was allowed to rise from 20° C to 40° C. The resultant mixture was heated in an oil bath at 135° C for 2 hours, then cooled in ice and hydrolysed with cold 10% hydrochloric acid solution (100 ml). Tetrachloroethane was removed by steam distillation and the aqueo... Starting materials: C1CCOC1, CC(C)[N-]C(C)C, COC1(OC)CCC(C(=O)OC(C)(C)C)C1, CC(C)I, [Li+]. Product: COC1(OC)CCC(C(=O)OC(C)(C)C)(C(C)C)C1. RXN SMILES: [CH2:29]1[O:30][CH2:31][CH2:32][CH2:33]1.[CH3:2][CH:3]([CH3:4])[N-:5][CH:6]([CH3:7])[CH3:8].[CH3:9][O:10][C:11]1([O:23][CH3:24])[CH2:12][CH:13]([C:16](=[O:17])[O:18][C:19]([CH3:20])([CH3:21])[CH3:22])[CH2:14][CH2:15]1.[I:25][CH:26]([CH3:27])[CH3:28].[Li+:1]>>[CH3:2][CH:3]([CH3:4])[C:13]1([C:16](=[O:17])[O:18][C:19]([CH3:20])([CH3:21])[CH3:22])[CH2:12][C:11]([O:10][CH3:9])([O:23][CH3:24])[CH2:15][CH2:14]1.